Dataset: the Open Reaction Database (ORD), a public repository of structured organic reaction records. Task: describe an organic reaction: reactants, conditions, products, and yield RXN SMILES: [BrH:33].[C:28](=[O:29])([O-:30])[OH:31].[CH3:34][S:35](=[O:36])(=[O:37])[OH:38].[Cu:40][Br:41].[N:24]([O-:25])=[O:26].[NH2:1][c:2]1[cH:3][cH:4][c:5]2[c:6]([cH:23]1)[C:7]([c:16]1[c:17]([Cl:22])[cH:18][cH:19][cH:20][cH:21]1)=[CH:8][CH2:9][c:10]1[n:11]-2[c:12]([CH3:15])[n:13][n:14]1.[Na+:27].[Na+:32].[OH2:39]>>[c:2]1([Br:33])[cH:3][cH:4][c:5]2[c:6]([cH:23]1)[C:7]([c:16]1[c:17]([Cl:22])[cH:18][cH:19][cH:20][cH:21]1)=[CH:8][CH2:9][c:10]1[n:11]-2[c:12]([CH3:15])[n:13][n:14]1. Yields the product Cc1nnc2n1-c1ccc(Br)cc1C(c1ccccc1Cl)=CC2. Reactants: Br, O=C([O-])O, CS(=O)(=O)O, [Cu]Br, O=N[O-], Cc1nnc2n1-c1ccc(N)cc1C(c1ccccc1Cl)=CC2, [Na+], [Na+], O. The reactants are NC1=C(NC2=CC(=CC=C12)Cl)C(=O)C1=NC=CC(=C1)OC (3-amino-6-chloro-2-(4-methoxypyridine-2-carbonyl)indole), C(C)(=O)OCC (ethyl acetate). Product: C(C)(=O)NC1=C(NC2=CC(=CC=C12)Cl)C(=O)C1=NC=CC(=C1)OC (3-Acetylamino-6-chloro-2-(4-methoxypyridine-2-carbonyl)indole). As a reaction SMILES: [NH2:1][C:2]1[C:10]2[C:5](=[CH:6][C:7]([Cl:11])=[CH:8][CH:9]=2)[NH:4][C:3]=1[C:12]([C:14]1[CH:19]=[C:18]([O:20][CH3:21])[CH:17]=[CH:16][N:15]=1)=[O:13].[C:22](OCC)(=[O:24])[CH3:23]>>[C:22]([NH:1][C:2]1[C:10]2[C:5](=[CH:6][C:7]([Cl:11])=[CH:8][CH:9]=2)[NH:4][C:3]=1[C:12]([C:14]1[CH:19]=[C:18]([O:20][CH3:21])[CH:17]=[CH:16][N:15]=1)=[O:13])(=[O:24])[CH3:23]. Reported procedure: The title compound was prepared according to the procedure described in Example 19 employing 3-amino-6-chloro-2-(4-methoxypyridine-2-carbonyl)indole (Example 72). m.p.: 207-208° C. (ethyl acetate)